This data is from the Open Reaction Database (ORD), a public repository of structured organic reaction records. The task is: describe an organic reaction: reactants, conditions, products, and yield The reactants are C(CC1=CC=CC=C1)O (phenethyl alcohol), C=O (formaldehyde), Yb(CNf3)3. The solvent is C(C)(=O)O (acetic acid), C(Cl)Cl (CH2Cl2). Product: C1OCCC2=CC=CC=C12 (isochroman). Yield: 40.2%. As a reaction SMILES: [CH2:1]([OH:9])[CH2:2][C:3]1[CH:8]=[CH:7][CH:6]=[CH:5][CH:4]=1.[CH2:10]=O>C(O)(=O)C.C(Cl)Cl>[CH2:10]1[C:8]2[C:3](=[CH:4][CH:5]=[CH:6][CH:7]=2)[CH2:2][CH2:1][O:9]1. Procedure: To a solution of phenethyl alcohol (122 mg, 1.0 mmol) in glacial acetic acid (2 mL) was added formaldehyde (40% in water, 100 μl, 1.5 mmol) and Yb(CNf3)3 (276 mg, 0.1 mmol, 10 mol %). The mixture was stirred at reflux for 18 hours. The mixture was allowed to cool, diluted with CH2Cl2, washed with water, aqueous sodium hydrogen carbonate solution, and brine, dried over MgSO4, filtered and evaporated. Chromatography (3:1 PE:Et2O) gave isochroman (54 mg, 40%) as a colourless oil: IR (thin film; NaC... Starting materials: NC1=NC(=NC2=NC(=CN=C12)O)COCOC (4-amino-7-hydroxy-2-(methoxymethoxymethyl)pteridine), [OH-].[K+] (potassium hydroxide), Cl (hydrochloric acid). The solvent is O (water). Yields the product OC1=CN=C2C(NC(=NC2=N1)COCOC)=O (7-Hydroxy-2-methoxymethoxymethyl-4(3H)-pteridinone). As a reaction SMILES: N[C:2]1[C:11]2[C:6](=[N:7][C:8]([OH:12])=[CH:9][N:10]=2)[N:5]=[C:4]([CH2:13][O:14][CH2:15][O:16][CH3:17])[N:3]=1.[OH-:18].[K+].Cl>O>[OH:12][C:8]1[N:7]=[C:6]2[C:11]([C:2](=[O:18])[NH:3][C:4]([CH2:13][O:14][CH2:15][O:16][CH3:17])=[N:5]2)=[N:10][CH:9]=1 |f:1.2|. Reported procedure: 1.1 g (0.00464 mole) of 4-amino-7-hydroxy-2-(methoxymethoxymethyl)pteridine is added to a solution of 1.5 g (0.0267 mole) of potassium hydroxide in 20 ml of water. The mixture is refluxed for 8 hours. After cooling, the reaction mixture is acidified with 10% hydrochloric acid to pH 5.5. The precipitate formed is isolated by filtration and washed with water. It is extracted with a mixture of 50 ml of ethanol and 60 ml of N,N-dimethylformamide under reflux. This extract, concentrated under reduced... Starting materials: F[B-](F)(F)F, CCOC(=O)CSCCc1ccccc1, CCOC(=O)C(=CC=C(C(=S)OCC)N(C)C)c1ccccc1, CCOC(=O)C(=CC=[N+](C)C)N(C)C, CCO. The product is CCOC(=O)C(=CC=C(C(=S)OCC)N(C)C)CCc1ccccc1. As a reaction SMILES: [B-:24]([F:25])([F:26])([F:27])[F:28].[CH2:43]([CH2:44][c:45]1[cH:46][cH:47][cH:48][cH:49][cH:50]1)[S:51][CH2:52][C:53]([O:54][CH2:55][CH3:56])=[O:57].[CH3:1][N:2]([C:3]([C:4](=[S:5])[O:6][CH2:7][CH3:8])=[CH:9][CH:10]=[C:11]([C:12](=[O:13])[O:14][CH2:15][CH3:16])[c:17]1[cH:18][cH:19][cH:20][cH:21][cH:22]1)[CH3:23].[CH3:29][N:30]([CH3:31])[C:32]([C:33]([O:34][CH2:35][CH3:36])=[O:37])=[CH:38][CH:39]=[N+:40]([CH3:41])[CH3:42].[CH3:58][CH2:59][OH:60]>>[CH3:1][N:2]([C:3]([C:4](=[S:5])[O:6][CH2:7][CH3:8])=[CH:9][CH:10]=[C:11]([C:12](=[O:13])[O:14][CH2:15][CH3:16])[CH2:43][CH2:44][c:45]1[cH:46][cH:47][cH:48][cH:49][cH:50]1)[CH3:23]. Reactants: CCC(C)(C)c1ccc(S(=O)(=O)N2CCC(=O)CC2)cc1, CS(C)=O, NCC(O)COc1cccc2[nH]c3ccccc3c12. The product is CCC(C)(C)c1ccc(S(=O)(=O)N2CCC(NCC(O)COc3cccc4[nH]c5ccccc5c34)CC2)cc1. As a reaction SMILES: [CH3:1][C:2]([CH2:3][CH3:4])([CH3:5])[c:6]1[cH:7][cH:8][c:9]([S:12](=[O:13])(=[O:14])[N:15]2[CH2:16][CH2:17][C:18](=[O:21])[CH2:19][CH2:20]2)[cH:10][cH:11]1.[CH3:41][S:42]([CH3:43])=[O:44].[NH2:22][CH2:23][CH:24]([CH2:25][O:26][c:27]1[cH:28][cH:29][cH:30][c:31]2[nH:32][c:33]3[cH:34][cH:35][cH:36][cH:37][c:38]3[c:39]12)[OH:40]>>[CH3:1][C:2]([CH2:3][CH3:4])([CH3:5])[c:6]1[cH:7][cH:8][c:9]([S:12](=[O:13])(=[O:14])[N:15]2[CH2:16][CH2:17][CH:18]([NH:22][CH2:23][CH:24]([CH2:25][O:26][c:27]3[cH:28][cH:29][cH:30][c:31]4[nH:32][c:33]5[cH:34][cH:35][cH:36][cH:37][c:38]5[c:39]34)[OH:40])[CH2:19][CH2:20]2)[cH:10][cH:11]1. The reactants are FC(S(=O)(=O)OC1=C2C=CN(C2=CC(=C1)C(=O)N1CCC2(CC1)OC1=CC=C(C=C1C(C2)=O)C=2C=NN(C2)C)C2CC2)(F)F (1-cyclopropyl-6-{[6-(1-methyl-1H-pyrazol-4-yl)-4-oxospiro[chroman-2,4′-piperidin]-1′-yl]carbonyl}-1H-indol-4-yl trifluoromethanesulfonate), COC(=O)C1=C(C=CC=C1)B(O)O ([2-(methoxycarbonyl)phenyl]boronic acid), COC(=O)C1=CC=C(C=C1)B(O)O ([4-(methoxycarbonyl)phenyl]boronic acid). Product: C1(CC1)N1C=CC2=C(C=C(C=C12)C(=O)N1CCC2(CC1)OC1=CC=C(C=C1C(C2)=O)C=2C=NN(C2)C)C2=C(C(=O)OC)C=CC=C2 (Methyl 2-(1-cyclopropyl-6-{[6-(1-methyl-1H-pyrazol-4-yl)-4-oxospiro[chroman-2,4′-piperidin]-1′-yl]carbonyl}-1H-indol-4-yl)benzoate). RXN SMILES: FC(F)(F)S(O[C:7]1[CH:15]=[C:14]([C:16]([N:18]2[CH2:23][CH2:22][C:21]3([CH2:32][C:31](=[O:33])[C:30]4[C:25](=[CH:26][CH:27]=[C:28]([C:34]5[CH:35]=[N:36][N:37]([CH3:39])[CH:38]=5)[CH:29]=4)[O:24]3)[CH2:20][CH2:19]2)=[O:17])[CH:13]=[C:12]2[C:8]=1[CH:9]=[CH:10][N:11]2[CH:40]1[CH2:42][CH2:41]1)(=O)=O.[CH3:45][O:46][C:47]([C:49]1[CH:54]=[CH:53][CH:52]=[CH:51][C:50]=1B(O)O)=[O:48].COC(C1C=CC(B(O)O)=CC=1)=O>>[CH:40]1([N:11]2[C:12]3[C:8](=[C:7]([C:50]4[CH:51]=[CH:52][CH:53]=[CH:54][C:49]=4[C:47]([O:46][CH3:45])=[O:48])[CH:15]=[C:14]([C:16]([N:18]4[CH2:19][CH2:20][C:21]5([CH2:32][C:31](=[O:33])[C:30]6[C:25](=[CH:26][CH:27]=[C:28]([C:34]7[CH:35]=[N:36][N:37]([CH3:39])[CH:38]=7)[CH:29]=6)[O:24]5)[CH2:22][CH2:23]4)=[O:17])[CH:13]=3)[CH:9]=[CH:10]2)[CH2:41][CH2:42]1. Procedure: The intended compound was produced according to the procedure described in Example 28-1 but using 1-cyclopropyl-6-{[6-(1-methyl-1H-pyrazol-4-yl)-4-oxospiro[chroman-2,4′-piperidin]-1′-yl]carbonyl}-1H-indol-4-yl trifluoromethanesulfonate and [2-(methoxycarbonyl)phenyl]boronic acid in place of 8-cyclopropyl-2-{[6-(1-methyl-1H-pyrazol-4-yl)-4-oxospiro[chroman-2,4′-piperidin]-1′-yl]carbonyl}quinolin-4-yl trifluoromethanesulfonate and [4-(methoxycarbonyl)phenyl]boronic acid. Reactants: CCOC(=O)c1nc(I)sc1C(=O)OCC, CCO, CO. The product is C#Cc1nc(C(=O)OCC)c(C(=O)OCC)s1. As a reaction SMILES: [CH2:1]([CH3:2])[O:3][C:4](=[O:5])[c:6]1[n:7][c:8]([I:16])[s:9][c:10]1[C:11](=[O:12])[O:13][CH2:14][CH3:15].[CH3:17][CH2:18][OH:19].[CH3:20][OH:21]>>[CH2:1]([CH3:2])[O:3][C:4](=[O:5])[c:6]1[n:7][c:8]([C:17]#[CH:18])[s:9][c:10]1[C:11](=[O:12])[O:13][CH2:14][CH3:15]. The reactants are [H-].[Al+3].[Li+].[H-].[H-].[H-] (lithium aluminium hydride), C(C1=CC=CC=C1)(=O)C=1C(=NC=CC1)Cl (3-benzoyl-2-chloropyridine). The solvent is N1=CC=CC=C1 (pyridine). Reaction conditions: time 2 hour. The product is ClC1=NC=CC=C1C(O)C1=CC=CC=C1 (2-chloro-α-phenyl-3-pyridinemethanol). Isolated yield 42.1%. Reaction SMILES: [H-].[Al+3].[Li+].[H-].[H-].[H-].[C:7]([C:15]1[C:16]([Cl:21])=[N:17][CH:18]=[CH:19][CH:20]=1)(=[O:14])[C:8]1[CH:13]=[CH:12][CH:11]=[CH:10][CH:9]=1>N1C=CC=CC=1>[Cl:21][C:16]1[C:15]([CH:7]([C:8]2[CH:13]=[CH:12][CH:11]=[CH:10][CH:9]=2)[OH:14])=[CH:20][CH:19]=[CH:18][N:17]=1 |f:0.1.2.3.4.5|. Reported procedure: 2.4 g lithium aluminium hydride is added very slowly to 10.6 g 3-benzoyl-2-chloropyridine in 100 ml anhydrous pyridine. After stirring for 2 hrs. at room temperature, the solvent is distilled in vacuo, the residue is added to 5% aqueous HCl and extracted with ether. Working as usual there is obtained 4.5 g of a product, identical with that obtained as in (a).